describe an organic reaction: reactants, conditions, products, and yield From a dataset of the Open Reaction Database (ORD), a public repository of structured organic reaction records. Reactants: N[C@@H](CCC(O)=O)C(=O)N[C@@H](CC1=CNC=N1)C(=O)O (Glu-His-OH), C(=O)(O)[O-].[Na+] (NaHCO3), CC1=CC=C(C=C1)S(=O)(=O)Cl (p-toluene sulfochloride). The solvent is O1CCOCC1 (dioxane), O (water). The product is N[C@@H](CCC(O)=O)C(=O)N[C@@H](CC1=CN(C=N1)S(=O)(=O)C1=CC=C(C)C=C1)C(=O)O (Glu-His(Tos)-OH). As a reaction SMILES: [NH2:1][C@H:2]([C:8]([NH:10][C@H:11]([C:18]([OH:20])=[O:19])[CH2:12][C:13]1[N:17]=[CH:16][NH:15][CH:14]=1)=[O:9])[CH2:3][CH2:4][C:5](=[O:7])[OH:6].C([O-])(O)=O.[Na+].[CH3:26][C:27]1[CH:32]=[CH:31][C:30]([S:33](Cl)(=[O:35])=[O:34])=[CH:29][CH:28]=1>O.O1CCOCC1>[NH2:1][C@H:2]([C:8]([NH:10][C@H:11]([C:18]([OH:20])=[O:19])[CH2:12][C:13]1[N:17]=[CH:16][N:15]([S:33]([C:30]2[CH:31]=[CH:32][C:27]([CH3:26])=[CH:28][CH:29]=2)(=[O:35])=[O:34])[CH:14]=1)=[O:9])[CH2:3][CH2:4][C:5](=[O:6])[OH:7] |f:1.2|. Reported procedure: 3 g (10 mmols) of Glu-His-OH and 2.3 g of NaHCO3 are dissolved in 20 ml of water and, while stirring at room temperature, a solution of 2.1 g (10% excess) of p-toluene sulfochloride in about 10 ml of dioxane is slowly added drop by drop. When the addition is terminated, stirring of the mixture is continued for a further hour, whereupon it is extracted twice with ether. The aqueous phase is acidified to pH 2 with 2 N HCl and the precipitate is filtered off with suction. It is washed with water an... The reactants are ClC1=CC=C(S1)C1NCCNC1 (2-(5-chloro-2-thienyl)piperazine), ClC1=C(C=C2C(C(=CN(C2=C1)CC)C(=O)O)=O)F (7-chloro-1-ethyl-6-fluoro-1,4-dihydro-4-oxo-3-quinolinecarboxylic acid). Solvent: N1=CC=CC=C1 (pyridine). Yields the product ClC1=CC=C(S1)C1CN(CCN1)C1=C(C=C2C(C(=CN(C2=C1)CC)C(=O)O)=O)F (7-[3-(5-Chloro-2-thienyl)-1-piperazinyl]-1-ethyl-6-fluoro-1,4-dihydro-4-oxo-3-quinolinecarboxylic acid). Yield: 18.4%. Reaction SMILES: [Cl:1][C:2]1[S:6][C:5]([CH:7]2[CH2:12][NH:11][CH2:10][CH2:9][NH:8]2)=[CH:4][CH:3]=1.Cl[C:14]1[CH:23]=[C:22]2[C:17]([C:18](=[O:29])[C:19]([C:26]([OH:28])=[O:27])=[CH:20][N:21]2[CH2:24][CH3:25])=[CH:16][C:15]=1[F:30]>N1C=CC=CC=1>[Cl:1][C:2]1[S:6][C:5]([CH:7]2[NH:8][CH2:9][CH2:10][N:11]([C:14]3[CH:23]=[C:22]4[C:17]([C:18](=[O:29])[C:19]([C:26]([OH:28])=[O:27])=[CH:20][N:21]4[CH2:24][CH3:25])=[CH:16][C:15]=3[F:30])[CH2:12]2)=[CH:4][CH:3]=1. Reported procedure: A mixture of 2.424 g of 2-(5-chloro-2-thienyl)piperazine and 1.076 g of 7-chloro-1-ethyl-6-fluoro-1,4-dihydro-4-oxo-3-quinolinecarboxylic acid in 12 ml of pyridine was refluxed under argon for 24 hours and then cooled. The solid was collected, washed with methanol and ether, then dried giving 320 mg of the desired product, mp 232°-234° C.